Dataset: the Open Reaction Database (ORD), a public repository of structured organic reaction records. Task: describe an organic reaction: reactants, conditions, products, and yield Starting materials: CO, O=C1CC=CC2CCC(c3c(F)cc(F)cc3F)N12, [H][H], O=[Pt]. Product: O=C1CCCC2CCC(c3c(F)cc(F)cc3F)N12. As a reaction SMILES: [CH3:22][OH:23].[F:1][c:2]1[c:3]([CH:10]2[CH2:11][CH2:12][CH:13]3[CH:14]=[CH:15][CH2:16][C:17](=[O:19])[N:18]23)[c:4]([F:9])[cH:5][c:6]([F:8])[cH:7]1.[H:20][H:21].[Pt:24]=[O:25]>>[F:1][c:2]1[c:3]([CH:10]2[CH2:11][CH2:12][CH:13]3[CH2:14][CH2:15][CH2:16][C:17](=[O:19])[N:18]23)[c:4]([F:9])[cH:5][c:6]([F:8])[cH:7]1. Starting materials: CCOC(=O)N=C=S, CO, ClC(Cl)Cl, NNc1nccnc1Cl, Cl. Yields the product CCOC(=O)NC(=S)NNc1nccnc1Cl. As a reaction SMILES: [C:11]([O:12][CH2:13][CH3:14])(=[O:15])[N:16]=[C:17]=[S:18].[CH3:19][OH:20].[CH:21]([Cl:22])([Cl:23])[Cl:24].[Cl:2][c:3]1[n:4][cH:5][cH:6][n:7][c:8]1[NH:9][NH2:10].[ClH:1]>>[Cl:2][c:3]1[n:4][cH:5][cH:6][n:7][c:8]1[NH:9][NH:10][C:17]([NH:16][C:11]([O:12][CH2:13][CH3:14])=[O:15])=[S:18]. Starting materials: Cl.OC1(CNC1)C(=O)O (3-hydroxyazetidine-3-carboxylic acid hydrochloride), C(C1=CC=CC=C1)OC(=O)Cl (benzyloxycarbonyl chloride). The solvent is [OH-].[Na+] (sodium hydroxide), [OH-].[Na+] (sodium hydroxide), O (water). Yields the product C(C1=CC=CC=C1)OC(=O)N1CC(C1)(C(=O)O)O (1-benzyloxycarbonyl-3-hydroxyazetidine-3-carboxylic acid). Yield: 76.6%. Reaction SMILES: Cl.[OH:2][C:3]1([C:7]([OH:9])=[O:8])[CH2:6][NH:5][CH2:4]1.[CH2:10]([O:17][C:18](Cl)=[O:19])[C:11]1[CH:16]=[CH:15][CH:14]=[CH:13][CH:12]=1>[OH-].[Na+].O>[CH2:10]([O:17][C:18]([N:5]1[CH2:6][C:3]([OH:2])([C:7]([OH:9])=[O:8])[CH2:4]1)=[O:19])[C:11]1[CH:16]=[CH:15][CH:14]=[CH:13][CH:12]=1 |f:0.1,3.4|. Procedure details: To a solution of 2.5 g (16.3 mmoles) of 3-hydroxyazetidine-3-carboxylic acid (prepared in Example 6) dissolved in a solution of 2.04 g of sodium hydroxide in 54 ml of water is added 3.34 g (1.2 equivalents) of benzyloxycarbonyl chloride under stirring at room temperature, and the mixture is stirred overnight and then mixed with 10% aqueous sodium hydroxide solution. The resulting alkali solution is washed with ether, adjusted to pH 1 with 10% hydrochloric acid and extracted with ether. The extra... As a reaction SMILES: Br[C:2]1[CH:7]=[CH:6][C:5]([C:8]#[C:9][Si:10]([CH3:13])([CH3:12])[CH3:11])=[CH:4][CH:3]=1.[O:14]1[C:18]2([CH2:23][CH2:22][C:21](=[O:24])[CH2:20][CH2:19]2)[O:17][CH2:16][CH2:15]1>>[CH3:11][Si:10]([C:9]#[C:8][C:5]1[CH:4]=[C:3]([C:21]2([OH:24])[CH2:22][CH2:23][C:18]3([O:17][CH2:16][CH2:15][O:14]3)[CH2:19][CH2:20]2)[CH:2]=[CH:7][CH:6]=1)([CH3:13])[CH3:12]. Yields the product C[Si](C)(C)C#CC=1C=C(C=CC1)C1(CCC2(OCCO2)CC1)O (8-(3-Trimethylsilanylethynyl-phenyl)-1,4-dioxa-spiro[4.5]decan-8-ol). Reported procedure: The title compound was prepared as a white solid from (4-bromo-phenylethynyl)-trimethyl-silane (Aldrich) and 1,4-dioxa-spiro[4.5]decan-8-one using the procedure described in Step A of Example 1. The reactants are BrC1=CC=C(C=C1)C#C[Si](C)(C)C ((4-bromo-phenylethynyl)-trimethyl-silane), O1CCOC12CCC(CC2)=O (1,4-dioxa-spiro[4.5]decan-8-one). Reactants: CC(=O)OC(CO)C(OC(C)=O)C(OC(C)=O)C(OC(C)=O)C(=O)COCCOCCN, O=C(O)COCCOCCOCC(=O)O, ClCCl, CC(C)N=C=NC(C)C, Oc1cccc2[nH]nnc12. The product is CC(=O)OC(CO)C(OC(C)=O)C(OC(C)=O)C(OC(C)=O)C(=O)COCCOCCNC(=O)COCCOCCOCC(=O)O. Reaction SMILES: [C:1]([CH3:2])(=[O:3])[O:4][CH:5]([CH:6]([CH:7]([CH:8]([CH2:9][OH:10])[O:11][C:12]([CH3:13])=[O:14])[O:15][C:16]([CH3:17])=[O:18])[O:19][C:20]([CH3:21])=[O:22])[C:23]([CH2:24][O:25][CH2:26][CH2:27][O:28][CH2:29][CH2:30][NH2:31])=[O:32].[C:33](=[O:34])([OH:35])[CH2:36][O:37][CH2:38][CH2:39][O:40][CH2:41][CH2:42][O:43][CH2:44][C:45](=[O:46])[OH:47].[CH2:67]([Cl:68])[Cl:69].[CH:48]([N:49]=[C:50]=[N:51][CH:52]([CH3:53])[CH3:54])([CH3:55])[CH3:56].[OH:57][c:58]1[c:59]2[n:60][n:61][nH:62][c:63]2[cH:64][cH:65][cH:66]1>>[C:1]([CH3:2])(=[O:3])[O:4][CH:5]([CH:6]([CH:7]([CH:8]([CH2:9][OH:10])[O:11][C:12]([CH3:13])=[O:14])[O:15][C:16]([CH3:17])=[O:18])[O:19][C:20]([CH3:21])=[O:22])[C:23]([CH2:24][O:25][CH2:26][CH2:27][O:28][CH2:29][CH2:30][NH:31][C:45]([CH2:44][O:43][CH2:42][CH2:41][O:40][CH2:39][CH2:38][O:37][CH2:36][C:33](=[O:34])[OH:35])=[O:46])=[O:32]. Product: C(C)(=O)OCCOCN1C(NC(=C(C1=O)CC)CC1=CC(=CC(=C1)C)C)=O (2-acetoxyethoxymethyl-6-(3,5-dimethylbenzyl)-5-ethyluracil). Run at time 14 hour. Starting materials: CC=1C=C(CC2=C(C(NC(N2)=O)=O)CC)C=C(C1)C (6-(3,5-dimethylbenzyl)-5-ethyluracil), [Cl-] (chloride), C(C)(=O)OCCOCOC(C)=O (1-acetoxy-2-acetoxymethoxyethane), C[Si](N[Si](C)(C)C)(C)C (HMDS), C[Si](C)(C)Cl (TMSCl), [Na] (sodium). Run in C(C)#N (acetonitrile), ClCCl (dichloromethane), C(C)#N (acetonitrile). RXN SMILES: [CH3:1][C:2]1[CH:3]=[C:4]([CH:16]=[C:17]([CH3:19])[CH:18]=1)[CH2:5][C:6]1[NH:11][C:10](=[O:12])[NH:9][C:8](=[O:13])[C:7]=1[CH2:14][CH3:15].[C:20]([O:23][CH2:24][CH2:25][O:26][CH2:27]OC(=O)C)(=[O:22])[CH3:21].C[Si](C)(C)N[Si](C)(C)C.C[Si](Cl)(C)C.[Cl-].[Na]>C(#N)C.ClCCl>[C:20]([O:23][CH2:24][CH2:25][O:26][CH2:27][N:9]1[C:8](=[O:13])[C:7]([CH2:14][CH3:15])=[C:6]([CH2:5][C:4]2[CH:3]=[C:2]([CH3:1])[CH:18]=[C:17]([CH3:19])[CH:16]=2)[NH:11][C:10]1=[O:12])(=[O:22])[CH3:21] |^1:46|. Procedure: 6-(3,5-dimethylbenzyl)-5-ethyluracil (see the above Example 4-A) (516 mg, 2 mmol) and 1-acetoxy-2-acetoxymethoxyethane [A. Rosowski, S. H. Kim. M. Wick, J. Med. Chem. (1981) 24, 1177-81]) (704 mg, 4 mmol) were suspended, under nitrogen atmosphere, in acetonitrile (20 ml). It was added thereto HMDS (hexamethyldisilazane) (646 mg, 4 mmol) and TMSCl (chlorotrimethyl-silane) (435 mg, 4 mmol) and the mixture was then stirred for 10 mn. Then it was added dropwise thereto, over 10 mn, a solution of tin... The yield is 92.0%. Starting materials: BrC1=C(C=NC=C1)N(C(C1=CC(=CC(=C1)C(F)(F)F)C(F)(F)F)=O)C (N-(4-bromo-pyridin-3-yl)-N-methyl-3,5-bis-trifluoromethyl-benzamide), FC=1C=C(C(=NC1)OC)B(O)O (5-fluoro-2-methoxypyridine-3-boronic acid), solid. Run in CN(C)C=O (DMF). Product: FC=1C=C(C(=NC1)OC)C1=C(C=NC=C1)N(C(C1=CC(=CC(=C1)C(F)(F)F)C(F)(F)F)=O)C (N-(5-Fluoro-2-methoxy-[3,4]bipyridinyl-3′-yl)-N-methyl-3,5-bis-trifluoromethyl-benzamide). Reaction SMILES: Br[C:2]1[CH:7]=[CH:6][N:5]=[CH:4][C:3]=1[N:8]([CH3:25])[C:9](=[O:24])[C:10]1[CH:15]=[C:14]([C:16]([F:19])([F:18])[F:17])[CH:13]=[C:12]([C:20]([F:23])([F:22])[F:21])[CH:11]=1.[F:26][C:27]1[CH:28]=[C:29](B(O)O)[C:30]([O:33][CH3:34])=[N:31][CH:32]=1>CN(C=O)C>[F:26][C:27]1[CH:28]=[C:29]([C:2]2[CH:7]=[CH:6][N:5]=[CH:4][C:3]=2[N:8]([CH3:25])[C:9](=[O:24])[C:10]2[CH:15]=[C:14]([C:16]([F:19])([F:18])[F:17])[CH:13]=[C:12]([C:20]([F:23])([F:22])[F:21])[CH:11]=2)[C:30]([O:33][CH3:34])=[N:31][CH:32]=1. Reported procedure: The title compound was prepared in analogy to example 25, from N-(4-bromo-pyridin-3-yl)-N-methyl-3,5-bis-trifluoromethyl-benzamide (example 25, intermediate a) and 5-fluoro-2-methoxypyridine-3-boronic acid (CAS RN 957120-32-0) and using DMF as reaction solvent. Off-white solid (27%). MS (ESI): m/z=474.1 [M+H]+.